The task is: describe an organic reaction: reactants, conditions, products, and yield. This data is from the Open Reaction Database (ORD), a public repository of structured organic reaction records. The solvent is O1CCCC1 (tetrahydrofuran). RXN SMILES: [Cl:1][C:2]1[CH:7]=[C:6]([Cl:8])[CH:5]=[CH:4][C:3]=1[O:9][CH:10]([CH3:12])[CH3:11].C([Li])CCC.C(OCC)C.[C:23](=[O:25])=[O:24]>O1CCCC1>[Cl:1][C:2]1[C:3]([O:9][CH:10]([CH3:12])[CH3:11])=[CH:4][CH:5]=[C:6]([Cl:8])[C:7]=1[C:23]([OH:25])=[O:24]. Reported procedure: To a solution of 2,4-dichloro-1-isopropoxybenzene (3.53 g) in tetrahydrofuran (35 ml) was added n-butyl lithium solution (1.6 Mol solution in n-hexane, 11 ml) through a syringe at -78° C. After stirring for one hour at -78° C., the mixture was poured into dry diethyl ether (50 ml) containing pulverized dry ice in a few minutes. After warming to ambient temperature, the mixture was concentrated in vacuo. The residue was partitioned between diethyl ether (50 ml) and aqueous 10% sodium. hydroxide s... The reactants are ClC1=C(C=CC(=C1)Cl)OC(C)C (2,4-dichloro-1-isopropoxybenzene), C(CCC)[Li] (n-butyl lithium), C(=O)=O (dry ice), C(C)OCC (diethyl ether). Conditions: temperature -78 celsius, time 1 hour. The product is ClC1=C(C(=O)O)C(=CC=C1OC(C)C)Cl (2,6-dichloro-3-isopropoxybenzoic acid).